From a dataset of the Open Reaction Database (ORD), a public repository of structured organic reaction records. describe an organic reaction: reactants, conditions, products, and yield Reactants: OCc1ccc(Cl)c(Br)c1, ClC(Cl)(Cl)Cl, ClCCl, c1ccc(P(c2ccccc2)c2ccccc2)cc1. The product is ClCc1ccc(Cl)c(Br)c1. As a reaction SMILES: [Br:1][c:2]1[cH:3][c:4]([CH2:5][OH:6])[cH:7][cH:8][c:9]1[Cl:10].[Cl:30][C:31]([Cl:32])([Cl:33])[Cl:34].[Cl:35][CH2:36][Cl:37].[c:11]1([P:12]([c:13]2[cH:14][cH:15][cH:16][cH:17][cH:18]2)[c:19]2[cH:20][cH:21][cH:22][cH:23][cH:24]2)[cH:25][cH:26][cH:27][cH:28][cH:29]1>>[Br:1][c:2]1[cH:3][c:4]([CH2:5][Cl:30])[cH:7][cH:8][c:9]1[Cl:10]. Reactants: CO, Cl, COC(=O)C(CSCc1cccc(OC2CCCCO2)c1)NC(=O)CN=[N+]=[N-]. Yields the product COC(=O)C(CSCc1cccc(O)c1)NC(=O)CN=[N+]=[N-]. Reaction SMILES: [CH3:30][OH:31].[ClH:1].[N:2](=[N+:3]=[N-:4])[CH2:5][C:6](=[O:7])[NH:8][CH:9]([C:10](=[O:11])[O:12][CH3:13])[CH2:14][S:15][CH2:16][c:17]1[cH:18][c:19]([O:23][CH:24]2[CH2:25][CH2:26][CH2:27][CH2:28][O:29]2)[cH:20][cH:21][cH:22]1>>[N:2](=[N+:3]=[N-:4])[CH2:5][C:6](=[O:7])[NH:8][CH:9]([C:10](=[O:11])[O:12][CH3:13])[CH2:14][S:15][CH2:16][c:17]1[cH:18][c:19]([OH:23])[cH:20][cH:21][cH:22]1. The reactants are ClP(C1=CC=CC=C1)C1=CC=CC=C1 (chlorodiphenylphosphine), Grignard reagent, C1(=CC=CC=C1)C#CC#C (phenylbutadiyne), Acetylenes, [Mg] (magnesium), BrC1=CC=C(C=C)C=C1 (4-bromostyrene). Solvent: C1CCOC1 (THF), C1CCOC1 (THF), C1CCOC1 (THF). Run at time 1.5 hour. The product is C(=C)C1=CC=C(C=C1)P(C1=CC=CC=C1)C1=CC=CC=C1 ((4-vinylphenyl)diphenylphosphine). As a reaction SMILES: [C:1]1([C:7]#[C:8]C#C)[CH:6]=[CH:5][CH:4]=[CH:3][CH:2]=1.[Mg].BrC1C=CC(C=C)=CC=1.Cl[P:22]([C:29]1[CH:34]=[CH:33][CH:32]=[CH:31][CH:30]=1)[C:23]1[CH:28]=[CH:27][CH:26]=[CH:25][CH:24]=1>C1COCC1>[CH:7]([C:1]1[CH:2]=[CH:3][C:4]([P:22]([C:29]2[CH:30]=[CH:31][CH:32]=[CH:33][CH:34]=2)[C:23]2[CH:28]=[CH:27][CH:26]=[CH:25][CH:24]=2)=[CH:5][CH:6]=1)=[CH2:8]. Procedure: Polymerizable Gold Complex (3-1) was synthesized by reacting the gold complex obtained by the reaction between sodium tetrachloroaurate (III) and triphenylphosphine having a polymerizable functional group, with phenylbutadiyne synthesized by a known method (see, P. Cadiot and W. Chodkiewicz, Chemistry of Acetylenes, H. G. Viehe, ed., Marcel Dekker, New York (1969)). More specifically, 20 ml of dried THF was added to 341 mg (14 mmol) of magnesium and thereto, a 10 ml THF solution containing 2.70 ... Starting materials: CC#CCn1c(N2CCCC(N(C)C(=O)OC(C)(C)C)C2)nc2nc(Cl)nc(Cl)c21, CC(=O)[O-], CS(C)=O, [Na+]. The product is CC#CCn1c(N2CCCC(N(C)C(=O)OC(C)(C)C)C2)nc2nc(Cl)[nH]c(=O)c21. Reaction SMILES: [CH2:1]([C:2]#[C:3][CH3:4])[n:5]1[c:6]([N:16]2[CH2:17][CH:18]([N:22]([C:23]([O:24][C:25]([CH3:26])([CH3:27])[CH3:28])=[O:29])[CH3:30])[CH2:19][CH2:20][CH2:21]2)[n:7][c:8]2[n:9][c:10]([Cl:15])[n:11][c:12]([Cl:14])[c:13]12.[CH3:32][C:33]([O-:34])=[O:35].[CH3:36][S:37](=[O:38])[CH3:39].[Na+:31]>>[CH2:1]([C:2]#[C:3][CH3:4])[n:5]1[c:6]([N:16]2[CH2:17][CH:18]([N:22]([C:23]([O:24][C:25]([CH3:26])([CH3:27])[CH3:28])=[O:29])[CH3:30])[CH2:19][CH2:20][CH2:21]2)[n:7][c:8]2[n:9][c:10]([Cl:15])[nH:11][c:12](=[O:34])[c:13]12. Reactants: O=C([O-])[O-], CNC1CCCCC1NC, Cc1cc(N)c2cn[nH]c2c1, [Cu]I, Ic1ccccc1, [K+], [K+], CN(C)C=O. The product is Cc1cc(N)c2cnn(-c3ccccc3)c2c1. RXN SMILES: [C:29](=[O:30])([O-:31])[O-:32].[CH3:19][NH:20][CH:21]1[CH2:22][CH2:23][CH2:24][CH2:25][CH:26]1[NH:27][CH3:28].[CH3:1][c:2]1[cH:3][c:4]([NH2:11])[c:5]2[cH:6][n:7][nH:8][c:9]2[cH:10]1.[Cu:40][I:41].[I:12][c:13]1[cH:14][cH:15][cH:16][cH:17][cH:18]1.[K+:33].[K+:34].[O:35]=[CH:36][N:37]([CH3:38])[CH3:39]>>[CH3:1][c:2]1[cH:3][c:4]([NH2:11])[c:5]2[cH:6][n:7][n:8](-[c:13]3[cH:14][cH:15][cH:16][cH:17][cH:18]3)[c:9]2[cH:10]1. The reactants are [Br-], Br, Cc1ccccc1, O=N[O-], Cc1c(N)ccc(C(=O)O)c1F, [Na+], O. Yields the product Cc1c(Br)ccc(C(=O)O)c1F. RXN SMILES: [Br-:13].[BrH:25].[CH3:18][c:19]1[cH:20][cH:21][cH:22][cH:23][cH:24]1.[N:14]([O-:15])=[O:16].[NH2:1][c:2]1[c:3]([CH3:12])[c:4]([F:11])[c:5]([C:6](=[O:7])[OH:8])[cH:9][cH:10]1.[Na+:17].[OH2:26]>>[c:2]1([Br:13])[c:3]([CH3:12])[c:4]([F:11])[c:5]([C:6](=[O:7])[OH:8])[cH:9][cH:10]1. Reactants: [BH3-]C#N, CC(=O)O, CN1CCNCC1, CO, Cc1cc(C)c(CNC(=O)c2cc(C=O)cc3c2cnn3C2CCCC2)c(=O)[nH]1, [Na+]. Product: Cc1cc(C)c(CNC(=O)c2cc(CN3CCN(C)CC3)cc3c2cnn3C2CCCC2)c(=O)[nH]1. RXN SMILES: [C:41]([BH3-:42])#[N:43].[CH3:30][C:31](=[O:32])[OH:33].[CH3:34][N:35]1[CH2:36][CH2:37][NH:38][CH2:39][CH2:40]1.[CH3:45][OH:46].[CH:1]1([n:6]2[n:7][cH:8][c:9]3[c:10]([C:17](=[O:18])[NH:19][CH2:20][c:21]4[c:22](=[O:29])[nH:23][c:24]([CH3:28])[cH:25][c:26]4[CH3:27])[cH:11][c:12]([CH:15]=[O:16])[cH:13][c:14]23)[CH2:2][CH2:3][CH2:4][CH2:5]1.[Na+:44]>>[CH:1]1([n:6]2[n:7][cH:8][c:9]3[c:10]([C:17](=[O:18])[NH:19][CH2:20][c:21]4[c:22](=[O:29])[nH:23][c:24]([CH3:28])[cH:25][c:26]4[CH3:27])[cH:11][c:12]([CH2:15][N:38]4[CH2:37][CH2:36][N:35]([CH3:34])[CH2:40][CH2:39]4)[cH:13][c:14]23)[CH2:2][CH2:3][CH2:4][CH2:5]1.